This data is from the Open Reaction Database (ORD), a public repository of structured organic reaction records. The task is: describe an organic reaction: reactants, conditions, products, and yield Reactants: CC(=O)NC(C(=O)O)C(C)(C)S, Cl, O=Cc1ccc(F)cc1. Yields the product CC(=O)N1C(c2ccc(F)cc2)SC(C)(C)C1C(=O)O. As a reaction SMILES: [CH3:1][C:2](=[O:3])[NH:4][CH:5]([C:6]([OH:7])=[O:8])[C:9]([CH3:10])([CH3:11])[SH:12].[ClH:22].[F:13][c:14]1[cH:15][cH:16][c:17]([CH:18]=[O:19])[cH:20][cH:21]1>>[CH3:1][C:2](=[O:3])[N:4]1[CH:5]([C:6]([OH:7])=[O:8])[C:9]([CH3:10])([CH3:11])[S:12][CH:18]1[c:17]1[cH:16][cH:15][c:14]([F:13])[cH:21][cH:20]1. The reactants are [OH-].[K+] (KOH), C(C)OC(C1=C(C=CC=C1OC1=CC2=C(C=C1)OCO2)OC2=CC(=CC=C2)OC)=O (ethyl-2-(3-methoxyphenoxy)-6-[3,4-(methylenedioxy)phenoxy]benzoate). Solvent: CO (methanol), CO (methanol). The product is C1OC=2C=C(OC3=C(C(=O)O)C(=CC=C3)OC3=CC(=CC=C3)OC)C=CC2O1 (2-[3,4-(methylenedioxy)phenoxy]-6-(3-methoxyphenoxy)benzoic acid). The yield is 67.3%. As a reaction SMILES: [OH-].[K+].C([O:5][C:6](=[O:32])[C:7]1[C:12]([O:13][C:14]2[CH:19]=[CH:18][C:17]3[O:20][CH2:21][O:22][C:16]=3[CH:15]=2)=[CH:11][CH:10]=[CH:9][C:8]=1[O:23][C:24]1[CH:29]=[CH:28][CH:27]=[C:26]([O:30][CH3:31])[CH:25]=1)C>CO>[CH2:21]1[O:20][C:17]2[CH:18]=[CH:19][C:14]([O:13][C:12]3[CH:11]=[CH:10][CH:9]=[C:8]([O:23][C:24]4[CH:29]=[CH:28][CH:27]=[C:26]([O:30][CH3:31])[CH:25]=4)[C:7]=3[C:6]([OH:32])=[O:5])=[CH:15][C:16]=2[O:22]1 |f:0.1|. Procedure details: KOH (371 mg, 5.7 mmol) that was dissolved in methanol was added to a solution of ethyl-2-(3-methoxyphenoxy)-6-[3,4-(methylenedioxy)phenoxy]benzoate (200 mg, 0.57 mmol) in methanol (5 ml). The mixture was heated under reflux for approximately 20 hours at which time TLL had indicated the formation of a polar material. The solvent was evaporated and the remaining residue was diluted with water (7 ml, pH≈7.5) and extracted with EtOAc (2×10 ml). The aqueous fraction was then acidified to pH˜2.5 using... Reactants: NC=1C=C(C=CC1)C1C(=C(NC(=C1C(=O)OC)C)C)C(=O)OC (4-(3-Aminophenyl)-1,4-dihydro-2,6-dimethyl-3,5-pyridinedicarboxylic acid, dimethyl ester), ClCCCC(=O)Cl (4-Chlorobutyryl chloride). Run in C1CCOC1 (THF), C1CCOC1 (THF). Conditions: temperature 0 celsius, time 0.5 hour. Yields the product ClCCCC(=O)NC=1C=C(C=CC1)C1C(=C(NC(=C1C(=O)OC)C)C)C(=O)OC (1,4-Dihydro-4-[3-[[4-chloro-1-oxo-1-butyl]amino]phenyl]-2,6-dimethyl-3,5-pyridinedicarboxylic acid, dimethyl ester). Isolated yield 100.0%. As a reaction SMILES: [NH2:1][C:2]1[CH:3]=[C:4]([CH:8]2[C:13]([C:14]([O:16][CH3:17])=[O:15])=[C:12]([CH3:18])[NH:11][C:10]([CH3:19])=[C:9]2[C:20]([O:22][CH3:23])=[O:21])[CH:5]=[CH:6][CH:7]=1.[Cl:24][CH2:25][CH2:26][CH2:27][C:28](Cl)=[O:29]>C1COCC1>[Cl:24][CH2:25][CH2:26][CH2:27][C:28]([NH:1][C:2]1[CH:3]=[C:4]([CH:8]2[C:9]([C:20]([O:22][CH3:23])=[O:21])=[C:10]([CH3:19])[NH:11][C:12]([CH3:18])=[C:13]2[C:14]([O:16][CH3:17])=[O:15])[CH:5]=[CH:6][CH:7]=1)=[O:29]. Reported procedure: 4-(3-Aminophenyl)-1,4-dihydro-2,6-dimethyl-3,5-pyridinedicarboxylic acid, dimethyl ester (1.0 g, 3.16 mmol) was dissolved in THF (50 mL) and cooled to 0° C. 4-Chlorobutyryl chloride (0.446 g, 3.16 mmol) was dissolved in THF (10 mL) and added dropwise to the mixture over 5 min. The mixture was stirred at 0° C. for 0.5 h. and then at 23° C. for 1 h. The solvent was removed in vacuo and the concentrate chromatographed over silica gel (1:4 to 1:0 EtOAc:hexane gradient) to give the title compound (1.... The reactants are N1N=CN=C1 (1,2,4-triazole), ClC1=C(SC=2N=CN=C(C21)NCCC2=CC1=C(C=C2)OCO1)C (5-chloro-6-methyl-4-(3,4-methylenedioxyphenethylamino)-thieno-[2,3-d]-pyrimidine). Product: N1(N=CN=C1)C=1N=C(C2=C(N1)SC(=C2)C)NCCC2=CC1=C(C=C2)OCO1 (2-(1,2,4-triazol-1-yl)-6-methyl-4-(3,4-methylenedioxyphenethylamino)-thieno-[2,3-d]-pyrimidine). RXN SMILES: [NH:1]1[CH:5]=[N:4][CH:3]=[N:2]1.Cl[C:7]1[C:15]2[C:14]([NH:16][CH2:17][CH2:18][C:19]3[CH:24]=[CH:23][C:22]4[O:25][CH2:26][O:27][C:21]=4[CH:20]=3)=[N:13][CH:12]=[N:11][C:10]=2[S:9][C:8]=1[CH3:28]>>[N:1]1([C:12]2[N:13]=[C:14]([NH:16][CH2:17][CH2:18][C:19]3[CH:24]=[CH:23][C:22]4[O:25][CH2:26][O:27][C:21]=4[CH:20]=3)[C:15]3[CH:7]=[C:8]([CH3:28])[S:9][C:10]=3[N:11]=2)[CH:5]=[N:4][CH:3]=[N:2]1. Procedure details: Following the procedure of Example 97, the reaction of 1,2,4-triazole with 5-chloro-6-methyl-4-(3,4-methylenedioxyphenethylamino)-thieno-[2,3-d]-pyrimidine gives 2-(1,2,4-triazol-1-yl)-6-methyl-4-(3,4-methylenedioxyphenethylamino)-thieno-[2,3-d]-pyrimidine. Reactants: CC=1C(=C(C=CC1)NC#N)N1CCOCC1 (N-(3-methyl-2-morpholinophenyl)cyanamide), ethanolic solution, CNC (dimethylamine), ethanolic solution, CNC (dimethylamine), C(C)O (ethanol). Yields the product CN(C(=NC1=C(C(=CC=C1)C)N1CCOCC1)N)C (1,1-dimethyl-2-(3-methyl-2-morpholinophenyl)guanidine). As a reaction SMILES: [CH3:1][C:2]1[C:3]([N:11]2[CH2:16][CH2:15]OCC2)=[C:4]([NH:8][C:9]#[N:10])[CH:5]=[CH:6][CH:7]=1.[CH3:17][NH:18][CH3:19].[CH2:20]([OH:22])[CH3:21]>>[CH3:17][N:18]([CH3:19])[C:9]([NH2:10])=[N:8][C:4]1[CH:5]=[CH:6][CH:7]=[C:2]([CH3:1])[C:3]=1[N:11]1[CH2:16][CH2:15][O:22][CH2:20][CH2:21]1. Procedure details: In a similar manner to that described in Example 286, N-(3-methyl-2-morpholinophenyl)cyanamide (2.5 g) in ethanol (8 ml) and a 33% ethanolic solution of dimethylamine (3.5 ml) were heated under reflux for 1 hour. A further amount of the 33% ethanolic solution of dimethylamine (3.5 ml) was added and the mixture heated under reflux for a further hour to give 1,1-dimethyl-2-(3-methyl-2-morpholinophenyl)guanidine (m.p. 100° C.) which was recrystallised from hexane and converted into its monofumarate... The reactants are CN(CCCNC)C (N,N,N′-trimethyl-1,3-propanediamine), ClCC1=CC(=NC=C1)NC=1SC(=CN1)C1=CC=CC=C1 ((4-Chloromethyl-pyridin-2-yl)-(5-phenyl-thiazol-2-yl)-amine), C(=O)(O)[O-].[Na+] (NaHCO3). The solvent is CS(=O)C (DMSO). Yields the product CN(CCCN(CC1=CC(=NC=C1)NC=1SC(=CN1)C1=CC=CC=C1)C)C (N,N,N′-Trimethyl-N′-[2-(5-phenyl-thiazol-2-ylamino)-pyridin-4-ylmethyl]-propane-1,3-diamine). RXN SMILES: Cl[CH2:2][C:3]1[CH:8]=[CH:7][N:6]=[C:5]([NH:9][C:10]2[S:11][C:12]([C:15]3[CH:20]=[CH:19][CH:18]=[CH:17][CH:16]=3)=[CH:13][N:14]=2)[CH:4]=1.[CH3:21][N:22]([CH3:28])[CH2:23][CH2:24][CH2:25][NH:26][CH3:27].C([O-])(O)=O.[Na+]>CS(C)=O>[CH3:21][N:22]([CH3:28])[CH2:23][CH2:24][CH2:25][N:26]([CH3:27])[CH2:2][C:3]1[CH:8]=[CH:7][N:6]=[C:5]([NH:9][C:10]2[S:11][C:12]([C:15]3[CH:20]=[CH:19][CH:18]=[CH:17][CH:16]=3)=[CH:13][N:14]=2)[CH:4]=1 |f:2.3|. Reported procedure: (4-Chloromethyl-pyridin-2-yl)-(5-phenyl-thiazol-2-yl)-amine 8-8 (0.050 g, 0.166 mmol) was dissolved in 0.50 mL DMSO. N,N,N′-trimethyl-1,3-propanediamine was added and the reaction was stirred at RT. After 1 h a copious amount precipitate had formed. Saturated NaHCO3 (aq) was added and the resulting precipitate was filtered and washed with water to afford pure compound 8-9. 1H NMR (CDCl3) δ9.16 (bs, 1H), 8.31 (d, 1H, J=5.1 Hz), 7.63 (s, 1H), 7.59 (d, 2H, J=7.4 Hz), 7.38 (t, 2H, J=7.6 Hz), 7.26 (o...